Dataset: the Open Reaction Database (ORD), a public repository of structured organic reaction records. Task: describe an organic reaction: reactants, conditions, products, and yield The reactants are BrC1=CC2=C(N=C(S2)[C@@H]2C[C@H](C2)N2[C@@H](CCC2)C)C=C1 (Trans-6-bromo-2-{3-[(2R)-2-methylpyrrolidin-1-yl]cyclobutyl}-1,3-benzothiazole), CC=1C=CC(NC1)=O (5-methyl-2(1H)-pyridone), N=1NC(C=CC1)=O (3(2H)-pyridazinone). The product is CC=1C=CC(N(C1)C1=CC2=C(N=C(S2)[C@@H]2C[C@H](C2)N2[C@H](CCC2)C)C=C1)=O (Trans-5-methyl-1-(2-{3-[(2S)-2-methylpyrrolidin-1-yl]cyclobutyl}-1,3-benzothiazol-6-yl)pyridin-2(1H)-one). Reaction SMILES: Br[C:2]1[CH:20]=[CH:19][C:5]2[N:6]=[C:7]([C@H:9]3[CH2:12][C@H:11]([N:13]4[CH2:17][CH2:16][CH2:15][C@H:14]4[CH3:18])[CH2:10]3)[S:8][C:4]=2[CH:3]=1.[CH3:21][C:22]1[CH:23]=[CH:24][C:25](=[O:28])[NH:26][CH:27]=1.N1NC(=O)C=CC=1>>[CH3:21][C:22]1[CH:23]=[CH:24][C:25](=[O:28])[N:26]([C:2]2[CH:20]=[CH:19][C:5]3[N:6]=[C:7]([C@H:9]4[CH2:12][C@H:11]([N:13]5[CH2:17][CH2:16][CH2:15][C@@H:14]5[CH3:18])[CH2:10]4)[S:8][C:4]=3[CH:3]=2)[CH:27]=1. Reported procedure: The title compound was prepared according to the procedure described in Example 22, substituting the product of Example 11A for the product of Example 1E and substituting 5-methyl-2(1H)-pyridone for 3(2H)-pyridazinone. 1H NMR (500 MHz, CDCl3) δ ppm 8.02 (d, J=8.42 Hz, 1H) 7.88 (d, J=2.18 Hz, 1H) 7.42 (dd, J=8.58, 2.03 Hz, 1H) 7.28 (dd, J=9.36, 2.50 Hz, 1H) 7.15 (s, 1H) 6.62 (d, J=9.36 Hz, 1H) 3.59-3.69 (m, 1H) 3.15-3.25 (m, 1H) 3.01-3.10 (m, 1H) 2.77-2.85 (m, 1H) 2.60-2.67 (m, 1H) 2.33-2.56 (m, ... Starting materials: [OH-].[Na+] (sodium hydroxide), ClC1=CC=C(CC2CCC(N2)=O)C=C1 (5-(4-chlorobenzyl)pyrrolidin-2-one), [H-].[Al+3].[Li+].[H-].[H-].[H-] (lithium aluminum hydride), ice water. Solvent: O1CCCC1 (tetrahydrofuran). Product: ClC1=CC=C(CC2NCCC2)C=C1 (2-(4-chlorobenzyl)pyrrolidine). The yield is 71.4%. RXN SMILES: [Cl:1][C:2]1[CH:14]=[CH:13][C:5]([CH2:6][CH:7]2[NH:11][C:10](=O)[CH2:9][CH2:8]2)=[CH:4][CH:3]=1.[H-].[Al+3].[Li+].[H-].[H-].[H-].[OH-].[Na+]>O1CCCC1>[Cl:1][C:2]1[CH:14]=[CH:13][C:5]([CH2:6][CH:7]2[CH2:8][CH2:9][CH2:10][NH:11]2)=[CH:4][CH:3]=1 |f:1.2.3.4.5.6,7.8|. Procedure: Heat 1.05 g of 5-(4-chlorobenzyl)pyrrolidin-2-one and 0.2 g of lithium aluminum hydride under reflux for 20 hours in 20 ml of tetrahydrofuran. Effect decomposition of the reaction product by admixing it with ice water. Then add 5 ml of 6 N sodium hydroxide solution to the resulting admixture and extract the thus-prepared base with diethyl ether. After drying the ether extract over sodium sulfate, concentrate it to obtain 0.7 g of the title compound as an oil. Convert the oil into the correspondi... Starting materials: NC=1C(=NC(=C(C1C)Br)C)NC1=CC=C(C=C1)CCO (2-{4-[(3-Amino-5-bromo-4,6-dimethyl-2-pyridinyl)amino]phenyl}ethanol), C(CCCC)(=O)Cl (pentanoyl chloride). Yields the product C(CCCC)(=O)OCCC1=CC=C(C=C1)N1C(=NC=2C1=NC(=C(C2C)Br)C)CCCC (2-[4-(6-Bromo-2-butyl-5,7-dimethyl-3H-imidazo[4,5-b]pyridin-3-yl)phenyl]ethyl pentanoate). RXN SMILES: [NH2:1][C:2]1[C:3]([NH:11][C:12]2[CH:17]=[CH:16][C:15]([CH2:18][CH2:19][OH:20])=[CH:14][CH:13]=2)=[N:4][C:5]([CH3:10])=[C:6]([Br:9])[C:7]=1[CH3:8].[C:21](Cl)(=[O:26])[CH2:22][CH2:23][CH2:24][CH3:25]>>[C:21]([O:20][CH2:19][CH2:18][C:15]1[CH:16]=[CH:17][C:12]([N:11]2[C:3]3=[N:4][C:5]([CH3:10])=[C:6]([Br:9])[C:7]([CH3:8])=[C:2]3[N:1]=[C:10]2[CH2:5][CH2:6][CH2:7][CH3:2])=[CH:13][CH:14]=1)(=[O:26])[CH2:22][CH2:23][CH2:24][CH3:25]. Reported procedure: The title compound was prepared according to the procedure described in step 5 of Example 1 from 2-{4-[(3-amino-5-bromo-4,6-dimethyl-2-pyridinyl)amino]phenyl}ethanol (step 4 of Example 9) and pentanoyl chloride. Isolated yield 98.2%. Procedure details: In a manner similar to that of Example 7(b), by reaction of 2.3 g (3.8 mmol) of ethyl (E)-3-{5-[3,4-bis(tert-butyldimethylsilanyloxymethyl)phenoxymethyl]-3-thienyl}-2-pentenoate with 180 mg (4.7 mmol) of lithium aluminium hydride, the desired product (m=2.1 g; Y=100%) is obtained in the form of a colourless oil. Reactants: [Si](C)(C)(C(C)(C)C)OCC=1C=C(OCC2=CC(=CS2)/C(=C/C(=O)OCC)/CC)C=CC1CO[Si](C)(C)C(C)(C)C (ethyl (E)-3-{5-[3,4-bis(tert-butyldimethylsilanyloxymethyl)phenoxymethyl]-3-thienyl}-2-pentenoate), [H-].[Al+3].[Li+].[H-].[H-].[H-] (lithium aluminium hydride). Reaction SMILES: [Si:1]([O:8][CH2:9][C:10]1[CH:11]=[C:12]([CH:29]=[CH:30][C:31]=1[CH2:32][O:33][Si:34]([C:37]([CH3:40])([CH3:39])[CH3:38])([CH3:36])[CH3:35])[O:13][CH2:14][C:15]1[S:19][CH:18]=[C:17](/[C:20](/[CH2:27][CH3:28])=[CH:21]/[C:22](OCC)=[O:23])[CH:16]=1)([C:4]([CH3:7])([CH3:6])[CH3:5])([CH3:3])[CH3:2].[H-].[Al+3].[Li+].[H-].[H-].[H-]>>[Si:1]([O:8][CH2:9][C:10]1[CH:11]=[C:12]([CH:29]=[CH:30][C:31]=1[CH2:32][O:33][Si:34]([C:37]([CH3:38])([CH3:40])[CH3:39])([CH3:35])[CH3:36])[O:13][CH2:14][C:15]1[S:19][CH:18]=[C:17](/[C:20](/[CH2:27][CH3:28])=[CH:21]/[CH2:22][OH:23])[CH:16]=1)([C:4]([CH3:6])([CH3:5])[CH3:7])([CH3:3])[CH3:2] |f:1.2.3.4.5.6|. Product: [Si](C)(C)(C(C)(C)C)OCC=1C=C(OCC2=CC(=CS2)/C(=C/CO)/CC)C=CC1CO[Si](C)(C)C(C)(C)C ((E)-3-{5-[3,4-bis(tert-Butyldimethylsilanyloxy-methyl)phenoxymethyl]-3-thienyl}pent-2-en-1-ol). Reactants: C1CCOC1, Clc1nc(Cl)nc(Cl)n1, Nc1ccc(NC(=O)c2ccc(F)cc2O)c(OCc2ccccc2)c1, [Na+], O=C([O-])O. Yields the product O=C(Nc1ccc(Nc2nc(Cl)nc(Cl)n2)cc1OCc1ccccc1)c1ccc(F)cc1O. RXN SMILES: [CH2:41]1[O:42][CH2:43][CH2:44][CH2:45]1.[Cl:32][c:33]1[n:34][c:35]([Cl:36])[n:37][c:38]([Cl:39])[n:40]1.[NH2:1][c:2]1[cH:3][c:4]([O:19][CH2:20][c:21]2[cH:22][cH:23][cH:24][cH:25][cH:26]2)[c:5]([NH:8][C:9]([c:10]2[c:11]([OH:17])[cH:12][c:13]([F:16])[cH:14][cH:15]2)=[O:18])[cH:6][cH:7]1.[Na+:31].[O-:27][C:28]([OH:29])=[O:30]>>[NH:1]([c:2]1[cH:3][c:4]([O:19][CH2:20][c:21]2[cH:22][cH:23][cH:24][cH:25][cH:26]2)[c:5]([NH:8][C:9]([c:10]2[c:11]([OH:17])[cH:12][c:13]([F:16])[cH:14][cH:15]2)=[O:18])[cH:6][cH:7]1)[c:38]1[n:37][c:35]([Cl:36])[n:34][c:33]([Cl:32])[n:40]1. Reactants: BrN1C(CCC1=O)=O (1-bromopyrrolidine-2,5-dione), C(C1=CC=CC=C1)(=O)OOC(C1=CC=CC=C1)=O (benzoic peroxyanhydride), C(C)(C)(C)OC(=O)N[C@@H]1[C@@H](CCCC1)NC1=NC(=C(C(=N1)C)C(=O)OC)NC=1C=C(C=CC1)C (methyl 2-((1R,2S)-2-(tert-butoxycarbonylamino)cyclohexyl-amino)-4-methyl-6-(m-tolylamino)pyrimidine-5-carboxylate), FC(C=1C=C(N)C=CC1)(F)F (3-(trifluoromethyl)aniline). The solvent is C(Cl)(Cl)(Cl)Cl (CCl4). Reaction conditions: temperature 70 celsius, time 18 hour. Product: C(C)(C)(C)OC(=O)N[C@@H]1[C@@H](CCCC1)NC1=NC(=C(C(=N1)C)C(=O)OC)NC1=CC(=CC=C1)C(F)(F)F (Methyl 2-((1R,2S)-2-(tert-butoxycarbonylamino)cyclohexylamino)-4-methyl-6-(3-(trifluoromethyl)phenylamino)pyrimidine-5-carboxylate), BrCC1=NC(=NC(=C1C(=O)OC)NC1=CC(=CC=C1)C(F)(F)F)N[C@H]1[C@H](CCCC1)NC(=O)OC(C)(C)C (Methyl 4-(bromomethyl)-2-((1R,2S)-2-(tert-butoxycarbonylamino)cyclohexyl-amino)-6-(3-(trifluoromethyl)phenylamino)pyrimidine-5-carboxylate). Reaction SMILES: [C:1]([O:5][C:6]([NH:8][C@H:9]1[CH2:14][CH2:13][CH2:12][CH2:11][C@H:10]1[NH:15][C:16]1[N:21]=[C:20]([CH3:22])[C:19]([C:23]([O:25][CH3:26])=[O:24])=[C:18](NC2C=C(C)C=CC=2)[N:17]=1)=[O:7])([CH3:4])([CH3:3])[CH3:2].[F:35][C:36]([F:45])([F:44])[C:37]1[CH:38]=[C:39]([CH:41]=[CH:42][CH:43]=1)[NH2:40].[Br:46]N1C(=O)CCC1=O.C(OOC(=O)C1C=CC=CC=1)(=O)C1C=CC=CC=1>C(Cl)(Cl)(Cl)Cl>[C:1]([O:5][C:6]([NH:8][C@H:9]1[CH2:14][CH2:13][CH2:12][CH2:11][C@H:10]1[NH:15][C:16]1[N:21]=[C:20]([CH3:22])[C:19]([C:23]([O:25][CH3:26])=[O:24])=[C:18]([NH:40][C:39]2[CH:41]=[CH:42][CH:43]=[C:37]([C:36]([F:44])([F:45])[F:35])[CH:38]=2)[N:17]=1)=[O:7])([CH3:4])([CH3:3])[CH3:2].[Br:46][CH2:22][C:20]1[C:19]([C:23]([O:25][CH3:26])=[O:24])=[C:18]([NH:40][C:39]2[CH:41]=[CH:42][CH:43]=[C:37]([C:36]([F:44])([F:45])[F:35])[CH:38]=2)[N:17]=[C:16]([NH:15][C@@H:10]2[CH2:11][CH2:12][CH2:13][CH2:14][C@@H:9]2[NH:8][C:6]([O:5][C:1]([CH3:4])([CH3:3])[CH3:2])=[O:7])[N:21]=1. Procedure: Methyl 2-((1R,2S)-2-(tert-butoxycarbonylamino)cyclohexylamino)-4-methyl-6-(3-(trifluoromethyl)phenylamino)pyrimidine-5-carboxylate (104 mg, 0.199 mmol), which was prepared in a manner similar to methyl 2-((1R,2S)-2-(tert-butoxycarbonylamino)cyclohexyl-amino)-4-methyl-6-(m-tolylamino)pyrimidine-5-carboxylate in step B of EXAMPLE 1 using 3-(trifluoromethyl)aniline in place of m-toluidine in step A of the example, was combined with 1-bromopyrrolidine-2,5-dione (53.0 mg, 0.298 mmol) and benzoic pero... Starting materials: [Br-].C(C)(=O)CC[N+]1=C(SC2=C1C=CC=C2)CC2=CC=CC=C2 (3-(2-acetylethyl)-2-benzylbenzothiazolium bromide). Run in CS(=O)C (dimethyl sulfoxide). Yields the product [Br-].CC1=C(C=2SC3=C([N+]2CC1)C=CC=C3)C3=CC=CC=C3 (1,2-Dihydro-3-methyl-4-phenylpyrido[2,1-b]benzothiazolium bromide), product. Yield: 72.0%. RXN SMILES: [Br-:1].[C:2]([CH2:5][CH2:6][N+:7]1[C:11]2[CH:12]=[CH:13][CH:14]=[CH:15][C:10]=2[S:9][C:8]=1[CH2:16][C:17]1[CH:22]=[CH:21][CH:20]=[CH:19][CH:18]=1)(=O)[CH3:3]>CS(C)=O>[Br-:1].[CH3:3][C:2]1[CH2:5][CH2:6][N+:7]2[C:11]3[CH:12]=[CH:13][CH:14]=[CH:15][C:10]=3[S:9][C:8]=2[C:16]=1[C:17]1[CH:22]=[CH:21][CH:20]=[CH:19][CH:18]=1 |f:0.1,3.4|. Reported procedure: 1,2-Dihydro-3-methyl-4-phenylpyrido[2,1-b]benzothiazolium bromide is prepared by reacting 3-(2-acetylethyl)-2-benzylbenzothiazolium bromide (1.0 g.) dissolved in 25 ml. of dimethyl sulfoxide. The reaction mixture is heated to reflux for several minutes and cooled. The resulting tan solid precipitate is filtered, washed with ether and dried to give 0.7 g. (72% yield) of product having a melting point of 208°-210° C. 1,2-Dihydro-3-methyl-4-phenylpyrido[2,1-b]benzothiazolium bromide (1.0 g.) is hea...